From a dataset of the Open Reaction Database (ORD), a public repository of structured organic reaction records. describe an organic reaction: reactants, conditions, products, and yield As a reaction SMILES: C(OC([N:8]1[CH2:14][CH2:13][CH2:12][N:11]([C:15]2[N:19]([CH2:20][CH2:21][CH2:22][CH2:23][C:24]#[N:25])[C:18]3[CH:26]=[CH:27][CH:28]=[CH:29][C:17]=3[N:16]=2)[CH2:10][CH2:9]1)=O)(C)(C)C.ClCCl.[IH:33]>C(OCC)C>[IH:33].[C:24]([CH2:23][CH2:22][CH2:21][CH2:20][N:19]1[C:18]2[CH:26]=[CH:27][CH:28]=[CH:29][C:17]=2[N:16]=[C:15]1[N:11]1[CH2:12][CH2:13][CH2:14][NH:8][CH2:9][CH2:10]1)#[N:25] |f:4.5|. Reactants: C(C)(C)(C)OC(=O)N1CCN(CCC1)C1=NC2=C(N1CCCCC#N)C=CC=C2 (1-(t-butoxycarbonyl)-4-(1-(4-cyanobutyl)-1H-benzimidazol-2-yl)[1,4]diazepane), ClCCl (dichloromethane), I (hydriodic acid). Conditions: temperature 40 celsius, time 6 hour. Run in C(C)OCC (diethyl ether). Procedure details: Combine 1-(t-butoxycarbonyl)-4-(1-(4-cyanobutyl)-1H-benzimidazol-2-yl)[1,4]diazepane (0.3 mmol) and dichloromethane (5 mL). Add aqueous 48% hydriodic acid solution (0.6 mmol). Heat to 40° C. After 6 hours, cool to ambient temperature dilute with diethyl ether (20 mL), and collect the solid to give the title compound. Yields the product I.C(#N)CCCCN1C(=NC2=C1C=CC=C2)N2CCNCCC2 (4-(1-(4-cyanobutyl)-1H-benzimidazol-2-yl)[1,4]diazepane hydriodic acid salt). The solvent is CO (MeOH). Product: C(=O)(O)CC1=C(C=C(C=C1)OC)OC1=CC(=CC=C1)N (2-Carboxymethyl-5-methoxy-phenyl-oxy-(3-aminobenzene)). Reactants: C(=O)(O)CC1=C(C=C(C=C1)OC)OC1=CC(=CC=C1)[N+](=O)[O-] (2-carboxymethyl-5-methoxy-phenyl-oxy-(3-nitrobenzene)). Yield: 96.5%. RXN SMILES: [C:1]([CH2:4][C:5]1[CH:10]=[CH:9][C:8]([O:11][CH3:12])=[CH:7][C:6]=1[O:13][C:14]1[CH:19]=[CH:18][CH:17]=[C:16]([N+:20]([O-])=O)[CH:15]=1)([OH:3])=[O:2]>CO.[Pd]>[C:1]([CH2:4][C:5]1[CH:10]=[CH:9][C:8]([O:11][CH3:12])=[CH:7][C:6]=1[O:13][C:14]1[CH:19]=[CH:18][CH:17]=[C:16]([NH2:20])[CH:15]=1)([OH:3])=[O:2]. Procedure details: A solution of 2-carboxymethyl-5-methoxy-phenyl-oxy-(3-nitrobenzene) (57 g, 0.187 mol) and 10% Pd/C (11 g) was hydrogenated in MeOH (1000 mL) at 50 psi for 2 h. The solution was filtered through Celite® and the filtrate was concentrated. Flash chromatography (silica gel, 20% EtOAc/Hexane) yielded the title compound (49.3 g, 96%): MS (ES) m/e 274.1 (M+H)+. The reagents and catalysts are [Pd] (Pd/C). The reactants are C(C1=CC=CC=C1)(=O)OOC(C1=CC=CC=C1)=O (benzoyl peroxide), C(=O)NC=1SC=C(N1)C(C(=O)OCC)=NOC (ethyl 2-(2-formamidothiazol-4-yl)-2-methoxyiminoacetate), BrN1C(CCC1=O)=O (N-bromosuccinimide). The solvent is C1=CC=CC=C1 (benzene). The product is C(=O)NC=1SC(=C(N1)C(C(=O)OCC)=NOC)Br (ethyl 2-(2-formamido-5-bromothiazol-4-yl)-2-methoxyiminoacetate). The yield is 94.3%. RXN SMILES: C(OOC(=O)C1C=CC=CC=1)(=O)C1C=CC=CC=1.[CH:19]([NH:21][C:22]1[S:23][CH:24]=[C:25]([C:27](=[N:33][O:34][CH3:35])[C:28]([O:30][CH2:31][CH3:32])=[O:29])[N:26]=1)=[O:20].[Br:36]N1C(=O)CCC1=O>C1C=CC=CC=1>[CH:19]([NH:21][C:22]1[S:23][C:24]([Br:36])=[C:25]([C:27](=[N:33][O:34][CH3:35])[C:28]([O:30][CH2:31][CH3:32])=[O:29])[N:26]=1)=[O:20]. Reported procedure: A small amount of benzoyl peroxide was added to a suspension of ethyl 2-(2-formamidothiazol-4-yl)-2-methoxyiminoacetate (syn isomer, 7.55 g.) and N-bromosuccinimide (5.75 g.) in dry benzene (150 ml.) and refluxed under heating for an hour. After cooling, the reaction mixture was washed with water three times, dried over magnesium sulfate, treated with activated charcoal and then evaporated in vacuo. The residue was pulverized with n-hexane, and the precipitates were collected by filtration, wash... As a reaction SMILES: [C:1]([CH3:2])([CH3:3])([CH3:4])[c:5]1[cH:6][c:7]([O:35][CH2:36][CH3:37])[c:8]([C:11]2=[N:15][C:14]([CH3:16])([c:17]3[cH:18][cH:19][c:20]([Cl:23])[cH:21][cH:22]3)[C:13]([CH3:24])([c:25]3[cH:26][cH:27][c:28]([Cl:31])[cH:29][cH:30]3)[N:12]2[C:32](=[O:33])[Cl:34])[cH:9][n:10]1.[CH2:38]([CH3:39])[S:40](=[O:41])(=[O:42])[N:43]1[CH2:44][CH2:45][NH:46][CH2:47][CH2:48]1>>[C:1]([CH3:2])([CH3:3])([CH3:4])[c:5]1[cH:6][c:7]([O:35][CH2:36][CH3:37])[c:8]([C:11]2=[N:15][C:14]([CH3:16])([c:17]3[cH:18][cH:19][c:20]([Cl:23])[cH:21][cH:22]3)[C:13]([CH3:24])([c:25]3[cH:26][cH:27][c:28]([Cl:31])[cH:29][cH:30]3)[N:12]2[C:32](=[O:33])[N:46]2[CH2:45][CH2:44][N:43]([S:40]([CH2:38][CH3:39])(=[O:41])=[O:42])[CH2:48][CH2:47]2)[cH:9][n:10]1. Yields the product CCOc1cc(C(C)(C)C)ncc1C1=NC(C)(c2ccc(Cl)cc2)C(C)(c2ccc(Cl)cc2)N1C(=O)N1CCN(S(=O)(=O)CC)CC1. The reactants are CCOc1cc(C(C)(C)C)ncc1C1=NC(C)(c2ccc(Cl)cc2)C(C)(c2ccc(Cl)cc2)N1C(=O)Cl, CCS(=O)(=O)N1CCNCC1. Reactants: CC1CN(Cc2ccccc2)CCC1=O, CCOC(=O)Cl, c1ccccc1. Yields the product CCOC(=O)N1CCC(=O)C(C)C1. Reaction SMILES: [CH2:7]([c:8]1[cH:9][cH:10][cH:11][cH:12][cH:13]1)[N:14]1[CH2:15][CH:16]([CH3:21])[C:17](=[O:20])[CH2:18][CH2:19]1.[Cl:1][C:2](=[O:3])[O:4][CH2:5][CH3:6].[cH:22]1[cH:23][cH:24][cH:25][cH:26][cH:27]1>>[C:2](=[O:3])([O:4][CH2:5][CH3:6])[N:14]1[CH2:15][CH:16]([CH3:21])[C:17](=[O:20])[CH2:18][CH2:19]1.